Dataset: the Open Reaction Database (ORD), a public repository of structured organic reaction records. Task: describe an organic reaction: reactants, conditions, products, and yield Starting materials: ClC1=CC(=NC=2N1N=C(C2)C)NC(C2=CC=C(C=C2)C(C)(C)O)=O (N-(7-chloro-2-methylpyrazolo[1,5-a]pyrimidin-5-yl)-4-(2-hydroxypropan-2-yl)benzamide), Cl.C1(=CC=CC=C1)S(=O)(=O)C1CCNCC1 (4-(phenylsulfonyl)piperidine hydrochloride), C(C)(C)N(C(C)C)CC (N,N-diisopropylethylamine). The reagents and catalysts are CS(=O)C (DMSO). Solvent: CN(C)C=O (DMF), CO (methanol). The product is OC(C)(C)C1=CC=C(C(=O)NC2=NC=3N(C(=C2)N2CCC(CC2)S(=O)(=O)C2=CC=CC=C2)N=C(C3)C)C=C1 (4-(2-hydroxypropan-2-yl)-N-(2-methyl-7-(4-(phenylsulfonyl)piperidin-1-yl)pyrazolo[1,5-a]pyrimidin-5-yl)benzamide). The yield is 72.9%. Reaction SMILES: Cl[C:2]1[N:7]2[N:8]=[C:9]([CH3:11])[CH:10]=[C:6]2[N:5]=[C:4]([NH:12][C:13](=[O:24])[C:14]2[CH:19]=[CH:18][C:17]([C:20]([OH:23])([CH3:22])[CH3:21])=[CH:16][CH:15]=2)[CH:3]=1.Cl.[C:26]1([S:32]([CH:35]2[CH2:40][CH2:39][NH:38][CH2:37][CH2:36]2)(=[O:34])=[O:33])[CH:31]=[CH:30][CH:29]=[CH:28][CH:27]=1.C(N(CC)C(C)C)(C)C>CN(C=O)C.CS(C)=O.CO>[OH:23][C:20]([C:17]1[CH:18]=[CH:19][C:14]([C:13]([NH:12][C:4]2[CH:3]=[C:2]([N:38]3[CH2:37][CH2:36][CH:35]([S:32]([C:26]4[CH:31]=[CH:30][CH:29]=[CH:28][CH:27]=4)(=[O:33])=[O:34])[CH2:40][CH2:39]3)[N:7]3[N:8]=[C:9]([CH3:11])[CH:10]=[C:6]3[N:5]=2)=[O:24])=[CH:15][CH:16]=1)([CH3:22])[CH3:21] |f:1.2|. Reported procedure: A solution of N-(7-chloro-2-methylpyrazolo[1,5-a]pyrimidin-5-yl)-4-(2-hydroxypropan-2-yl)benzamide (2F, 86 mg, 0.25 mmol), 4-(phenylsulfonyl)piperidine hydrochloride (145 mg, 0.50 mmol), and N,N-diisopropylethylamine (116 mg, 0.90 mmol) in DMF (1.0 mL) was stirred at 100° C. for 2 h. After cooling to room temperature, the mixture was diluted with a few drops of DMSO and methanol, and was then purified by preparatory HPLC (40-55% MeCN/H2O gradient+0.01% TFA). Lyophilization of the combined fracti...